From a dataset of the Open Reaction Database (ORD), a public repository of structured organic reaction records. describe an organic reaction: reactants, conditions, products, and yield The reactants are N#Cc1ccc(CBr)cc1F, CN(C)C=O, Cc1nc(-c2ccc(C(F)(F)F)cc2)sc1C(O)C(F)(F)F, [H-], [Na+], O. The product is Cc1nc(-c2ccc(C(F)(F)F)cc2)sc1C(OCc1ccc(C#N)c(F)c1)C(F)(F)F. As a reaction SMILES: [Br:23][CH2:24][c:25]1[cH:26][c:27]([F:33])[c:28]([C:29]#[N:30])[cH:31][cH:32]1.[CH3:37][N:38]([CH3:39])[CH:40]=[O:41].[F:1][C:2]([CH:3]([OH:4])[c:5]1[c:6]([CH3:20])[n:7][c:8](-[c:10]2[cH:11][cH:12][c:13]([C:16]([F:17])([F:18])[F:19])[cH:14][cH:15]2)[s:9]1)([F:21])[F:22].[H-:34].[Na+:35].[OH2:36]>>[F:1][C:2]([CH:3]([O:4][CH2:24][c:25]1[cH:26][c:27]([F:33])[c:28]([C:29]#[N:30])[cH:31][cH:32]1)[c:5]1[c:6]([CH3:20])[n:7][c:8](-[c:10]2[cH:11][cH:12][c:13]([C:16]([F:17])([F:18])[F:19])[cH:14][cH:15]2)[s:9]1)([F:21])[F:22]. Starting materials: C(C)(C)(C)OC(=O)OC1=CC=C(C=C1)OCC1=CC=CC=C1 (1-(tert-butoxycarbonyloxy)-4-benzyloxybenzene). The reagents and catalysts are [Pd] (Pd/C), [Pd] (Pd/C). The solvent is C(C)O (Ethanol). Yields the product C(C)(C)(C)OC(=O)OC1=CC=C(C=C1)O (4-(tert-butoxycarbonyloxy)phenol). Yield: 96.4%. RXN SMILES: [C:1]([O:5][C:6]([O:8][C:9]1[CH:14]=[CH:13][C:12]([O:15]CC2C=CC=CC=2)=[CH:11][CH:10]=1)=[O:7])([CH3:4])([CH3:3])[CH3:2]>[Pd].C(O)C>[C:1]([O:5][C:6]([O:8][C:9]1[CH:10]=[CH:11][C:12]([OH:15])=[CH:13][CH:14]=1)=[O:7])([CH3:4])([CH3:2])[CH3:3]. Procedure: Ethanol (100 ml) and 10%-Pd/C (0.5 g) were added to 1-(tert-butoxycarbonyloxy)-4-benzyloxybenzene (10.0 g:33.3 mmol) of synthesized in the Example 13, and the mixture was subjected to hydrogenolysis under H2 atmosphere with stirring at a room temperature. After completion of the reaction, Pd/C was removed by filtration, and then the solvent was removed. The obtained residue was recrystallized from a mixed solvent of hexane/toluene to give 6.74 g (32.1 mmol) of 4-(tert-butoxycarbonyloxy)phenol. RXN SMILES: CN(C(ON1N=NC2C=CC=CC1=2)=[N+](C)C)C.[B-](F)(F)(F)F.[Br:23][C:24]1[CH:25]=[N:26][C:27]2[N:28]([N:30]=[C:31]([C:33]([OH:35])=O)[CH:32]=2)[CH:29]=1.[N:36]1[C:41]2[CH2:42][CH2:43][NH:44][CH2:45][CH2:46][C:40]=2[CH:39]=[CH:38][CH:37]=1>CN(C=O)C>[Br:23][C:24]1[CH:25]=[N:26][C:27]2[N:28]([N:30]=[C:31]([C:33]([N:44]3[CH2:45][CH2:46][C:40]4[CH:39]=[CH:38][CH:37]=[N:36][C:41]=4[CH2:42][CH2:43]3)=[O:35])[CH:32]=2)[CH:29]=1 |f:0.1|. Procedure: 73 mg (0.23 mmol) TBTU was added to 50 mg (0.21 mmol) 6-Bromo-pyrazolo[1,5-a]pyrimidine-2-carboxylic acid, 31 mg (0.21 mmol) 6,7,8,9-Tetrahydro-5H-pyrido[2,3-d]azepine and 90 μL (0.64 mmol) TEA in 1.5 mL DMF and stirred at RT overnight. The reaction mixture was purified by HPLC chromatography and lyophilized. Yield: 22 mg (29% of theory). ESI-MS: m/z=372 (M+H)+; Rt(HPLC): 0.81 min. (Method J). Run in CN(C)C=O (DMF). Product: BrC=1C=NC=2N(C1)N=C(C2)C(=O)N2CCC1=C(CC2)C=CC=N1 ((6-Bromo-pyrazolo[1,5-a]pyrimidin-2-yl)-(5,6,8,9-tetrahydro-pyrido[2,3-d]azepin-7-yl)-methanone). The reactants are CN(C)C(=[N+](C)C)ON1C2=C(C=CC=C2)N=N1.[B-](F)(F)(F)F (TBTU), BrC=1C=NC=2N(C1)N=C(C2)C(=O)O (6-Bromo-pyrazolo[1,5-a]pyrimidine-2-carboxylic acid), N1=CC=CC2=C1CCNCC2 (6,7,8,9-Tetrahydro-5H-pyrido[2,3-d]azepine), TEA. Conditions: time 8 hour. Starting materials: CC(=O)O, O, O=[N+]([O-])O, O=C(O)CCCc1ccc(-c2ccccc2)cc1. The product is O=C(O)CCCc1ccc(-c2ccc([N+](=O)[O-])cc2)cc1. Reaction SMILES: [CH3:24][C:25](=[O:26])[OH:27].[OH2:23].[OH:19][N+:20]([O-:21])=[O:22].[c:1]1(-[c:13]2[cH:14][cH:15][cH:16][cH:17][cH:18]2)[cH:2][cH:3][c:4]([CH2:7][CH2:8][CH2:9][C:10](=[O:11])[OH:12])[cH:5][cH:6]1>>[c:1]1(-[c:13]2[cH:14][cH:15][c:16]([N+:20](=[O:19])[O-:21])[cH:17][cH:18]2)[cH:2][cH:3][c:4]([CH2:7][CH2:8][CH2:9][C:10](=[O:11])[OH:12])[cH:5][cH:6]1. Reactants: C(#N)C1=CC=C(C=C1)C=1N=C(SC1)C(C(CN1N=CN=C1)(O)C1=C(C=CC(=C1)F)F)C (racemic 3-[4-(4-cyanophenyl)thiazol-2-yl]-1-(1H-1,2,4-triazol-1-yl)-2-(2,5-difluorophenyl)-butan-2-ol), [C@@]12(C(=O)CC(CC1)C2(C)C)CS(=O)(=O)O ((1R)-10-camphorsulfonic acid). Run in CC(=O)C (acetone), CO (methanol). Run at time 8 hour. Yields the product [C@@]12(C(=O)CC(CC1)C2(C)C)CS(=O)(=O)O[C@](CN2N=CN=C2)([C@@H](C)C=2SC=C(N2)C2=CC=C(C=C2)C#N)C2=C(C=CC(=C2)F)F ((2R,3R)-3-[4-(4-cyanophenyl)thiazol-2-yl]-1-(1H-1,2,4-triazol-1-yl)-2-(2,5-difluorophenyl)-butan-2-ol (1R)-10-camphorsulfonate). Yield: 39.0%. Reaction SMILES: [C:1]([C:3]1[CH:8]=[CH:7][C:6]([C:9]2[N:10]=[C:11]([CH:14]([CH3:31])[C:15]([C:23]3[CH:28]=[C:27]([F:29])[CH:26]=[CH:25][C:24]=3[F:30])([OH:22])[CH2:16][N:17]3[CH:21]=[N:20][CH:19]=[N:18]3)[S:12][CH:13]=2)=[CH:5][CH:4]=1)#[N:2].[C@@:32]12([CH2:42][S:43](O)(=[O:45])=[O:44])[C:39]([CH3:41])([CH3:40])[CH:36]([CH2:37][CH2:38]1)[CH2:35][C:33]2=[O:34]>CC(C)=O.CO>[C@@:32]12([CH2:42][S:43]([O:22][C@@:15]([C:23]3[CH:28]=[C:27]([F:29])[CH:26]=[CH:25][C:24]=3[F:30])([C@H:14]([C:11]3[S:12][CH:13]=[C:9]([C:6]4[CH:7]=[CH:8][C:3]([C:1]#[N:2])=[CH:4][CH:5]=4)[N:10]=3)[CH3:31])[CH2:16][N:17]3[CH:21]=[N:20][CH:19]=[N:18]3)(=[O:45])=[O:44])[C:39]([CH3:41])([CH3:40])[CH:36]([CH2:37][CH2:38]1)[CH2:35][C:33]2=[O:34]. Procedure details: To a solution of racemic 3-[4-(4-cyanophenyl)thiazol-2-yl]-1-(1H-1,2,4-triazol-1-yl)-2-(2,5-difluorophenyl)-butan-2-ol (10 g) in acetone (ca. 200 ml) a solution of (1R)-10-camphorsulfonic acid (3.9 g) in methanol (50 ml) was added and the mixture was heated shortly under reflux until a clear solution was obtained. The solution was then slowly cooled to rt, seeded with crystals of the desired enantiomeric salt and let overnight. The solid precipitate was collected by filtration, washed with aceto... The reactants are C([O-])([O-])=O.[Na+].[Na+] (sodium carbonate), NC1=NC=C(C=C1)F (2-amino-5-fluoropyridine), C(C)O (ethanol), II (iodine). The reagents and catalysts are S(=O)(=O)([O-])[O-].[Ag+2] (silver sulphate). Run in C(C)(=O)OCC (ethyl acetate). Run at time 24 hour. Yields the product NC1=NC=C(C=C1I)F (2-amino-3-iodo-5-fluoropyridine). Isolated yield 25.2%. Reaction SMILES: [NH2:1][C:2]1[CH:7]=[CH:6][C:5]([F:8])=[CH:4][N:3]=1.C(O)C.[I:12]I.C(=O)([O-])[O-].[Na+].[Na+]>C(OCC)(=O)C.S([O-])([O-])(=O)=O.[Ag+2]>[NH2:1][C:2]1[C:7]([I:12])=[CH:6][C:5]([F:8])=[CH:4][N:3]=1 |f:3.4.5,7.8|. Reported procedure: 5 g (44.6 mmol) of 2-amino-5-fluoropyridine, 13.9 g (44.6 mmol) of silver sulphate and 400 ml of ethanol are introduced into a 500 ml two-necked flask equipped with a magnetic stirrer. 11.31 g (44.6 mmol) of powdered iodine are subsequently added in small portions. The stirring is continued at ambient temperature for 24 hours. The insoluble material is removed by filtration and washed with ethanol and the filtrate is concentrated under reduced pressure. The residue thus obtained is taken up in a...